This data is from the Open Reaction Database (ORD), a public repository of structured organic reaction records. The task is: describe an organic reaction: reactants, conditions, products, and yield The reactants are CC(C)c1ccc2cc(C(=O)O)sc2n1, CC(C)(C)COc1ccc(N)cc1C#N. The product is CC(C)c1ccc2cc(C(=O)Nc3ccc(OCC(C)(C)C)c(C#N)c3)sc2n1. RXN SMILES: [CH:1]([CH3:2])([CH3:3])[c:4]1[cH:5][cH:6][c:7]2[c:8]([n:9]1)[s:10][c:11]([C:13](=[O:14])[OH:15])[cH:12]2.[NH2:16][c:17]1[cH:18][cH:19][c:20]([O:25][CH2:26][C:27]([CH3:28])([CH3:29])[CH3:30])[c:21]([C:22]#[N:23])[cH:24]1>>[CH:1]([CH3:2])([CH3:3])[c:4]1[cH:5][cH:6][c:7]2[c:8]([n:9]1)[s:10][c:11]([C:13](=[O:15])[NH:16][c:17]1[cH:18][cH:19][c:20]([O:25][CH2:26][C:27]([CH3:28])([CH3:29])[CH3:30])[c:21]([C:22]#[N:23])[cH:24]1)[cH:12]2. Reactants: C(C)(C)(C)OC(=O)N[C@H](C(CN[C@@H](CC1=CC=CC=C1)C(=O)N[C@@H](CC(C)C)C(=O)OC(C)(C)C)O)C (N-[(3S)-3-[[(t-butyloxy)carbonyl]amino]-2-hydroxybutyl]-L-phenylalanyl-L-leucine, t-butyl ester), FC(C(=O)O)(F)F (trifluoroacetic acid), ClCCl (dichloromethane). Reaction conditions: time 1 hour. The product is Cl.Cl.N[C@H](C(CN[C@@H](CC1=CC=CC=C1)C(=O)N[C@@H](CC(C)C)C(=O)O)O)C (N-[N-[(3S)-3-Amino-2-hydroxybutyl]-L-phenylalanyl]-L-leucine, dihydrochloride). RXN SMILES: C(OC([NH:8][C@@H:9]([CH3:37])[CH:10]([OH:36])[CH2:11][NH:12][C@H:13]([C:21]([NH:23][C@H:24]([C:29]([O:31]C(C)(C)C)=[O:30])[CH2:25][CH:26]([CH3:28])[CH3:27])=[O:22])[CH2:14][C:15]1[CH:20]=[CH:19][CH:18]=[CH:17][CH:16]=1)=O)(C)(C)C.FC(F)(F)C(O)=O.[Cl:45]CCl>>[ClH:45].[ClH:45].[NH2:8][C@@H:9]([CH3:37])[CH:10]([OH:36])[CH2:11][NH:12][C@H:13]([C:21]([NH:23][C@H:24]([C:29]([OH:31])=[O:30])[CH2:25][CH:26]([CH3:28])[CH3:27])=[O:22])[CH2:14][C:15]1[CH:20]=[CH:19][CH:18]=[CH:17][CH:16]=1 |f:3.4.5|. Procedure details: To a solution of N-[N-[(3S)-3-[[(t-butyloxy)carbonyl]amino]-2-hydroxybutyl]-L-phenylalanyl-L-leucine, t-butyl ester (faster isomer) (0.33 g, 0.64 mmol) in 3.5 ml of dichloromethane was added trifluoroacetic acid (2 ml). The resulting solution was stoppered and allowed to stand for 1 hour at room temperature, and the solvent was then evaporated. Analysis of the residue by 13C-NMR showed a considerable amount of unreacted t-butyl ester. The recovered material was treated with 10 ml of ~1.5N hydrog... Starting materials: [Br-] (bromide), [OH-].[Na+] (NaOH), Br.BrCC1=CC=NC=C1 (4-(Bromomethyl)pyridine hydrobromide), C(C(C)C)=O (isobutyraldehyde). The reagents and catalysts are [I-].C(CCC)[N+](CCCC)(CCCC)CCCC (tetrabutylammonium iodide). Solvent: hexanes, CCOC(=O)C (EtOAc), C1=CC=CC=C1 (benzene), C(C)(=O)OCC (ethyl acetate). Conditions: temperature 60 celsius, time 5 hour. Yields the product EtOH hexanes, CC(C=O)(CC1=CC=NC=C1)C (2,2-Dimethyl-3-pyridin-4-ylpropanal). Yield: 24.5%. Reaction SMILES: Br.Br[CH2:3][C:4]1[CH:9]=[CH:8][N:7]=[CH:6][CH:5]=1.[CH:10](=[O:14])[CH:11]([CH3:13])[CH3:12].[Br-].[OH-].[Na+]>C(OCC)(=O)C.[I-].C([N+](CCCC)(CCCC)CCCC)CCC.C1C=CC=CC=1>[CH3:12][C:11]([CH3:13])([CH2:3][C:4]1[CH:9]=[CH:8][N:7]=[CH:6][CH:5]=1)[CH:10]=[O:14] |f:0.1,4.5,7.8|. Procedure: 4-(Bromomethyl)pyridine hydrobromide (5.00 g, 19.8 mmol) was suspended in ethyl acetate (40 mL) and water (20 mL) and washed with 10% aq. NaHCO3 solution (35 mL) to generated the free base. The layers were partitioned and the organic portion was concentrated and redissolved in benzene (30 mL). To this solution was added tetrabutylammonium iodide (112 mg, 0.303 mmol) and isobutyraldehyde (1.10 g, 15.2 mmol). The solution of aledyde and bromide was then added via addition funnel in dropwise fashio... The reactants are ClC=1C=C2CCN(C2=CC1)C1=C(C=CC=C1)NC(=O)N1CCN(CC1)C (N-[2-(5-chloro-1-indolinyl)phenyl]-4-methyl-1-piperazinecarboxamide), polyphosphoric acid ethyl ester, ClCCCl (1,2-dichloroethane), ice sodium hydroxide. Run in ClCCl (dichloromethane). Reaction conditions: temperature 75 celsius, time 15 minute. Product: ClC=1C=C2C3=C(C(=NC4=C(N3CC2)C=CC=C4)N4CCN(CC4)C)C1 (4-Chloro-6-(4-methyl-1-piperazinyl)-1,2-dihydrobenzo[b]pyrrolo-[3,2,1-jk][1,4]benzodiazepine). Yield: 29.5%. As a reaction SMILES: [Cl:1][C:2]1[CH:3]=[C:4]2[C:8](=[CH:9][CH:10]=1)[N:7]([C:11]1[CH:16]=[CH:15][CH:14]=[CH:13][C:12]=1[NH:17][C:18]([N:20]1[CH2:25][CH2:24][N:23]([CH3:26])[CH2:22][CH2:21]1)=O)[CH2:6][CH2:5]2.ClCCCl>ClCCl>[Cl:1][C:2]1[CH:3]=[C:4]2[CH2:5][CH2:6][N:7]3[C:8]2=[C:9]([CH:10]=1)[C:18]([N:20]1[CH2:25][CH2:24][N:23]([CH3:26])[CH2:22][CH2:21]1)=[N:17][C:12]1[CH:13]=[CH:14][CH:15]=[CH:16][C:11]=13. Reported procedure: To N-[2-(5-chloro-1-indolinyl)phenyl]-4-methyl-1-piperazinecarboxamide (13.5 g, 36.5 mmoles) was added a solution of polyphosphoric acid ethyl ester and 1,2-dichloroethane (250 ml). The solution was heated at 75° C. for 4 hours with exclusion of moisture. The solution was cooled and poured into a mixture of ice-sodium hydroxide solution (2 1) and dichloromethane (1.2 1). The mixture was stirred for 15 minutes. The layers were separated. The organic layer was washed with 2 1 of 2N sodium hydroxid... Starting materials: ClC(Cl)Cl, CC(C)(C)OC(=O)NC1CCNCC1, [Na+], O=C([O-])O, O=Cc1ccc2c(c1)NC(=O)CC2. Reaction SMILES: [Cl:33][CH:34]([Cl:35])[Cl:36].[NH:14]1[CH2:15][CH2:16][CH:17]([NH:20][C:21]([O:22][C:23]([CH3:24])([CH3:25])[CH3:26])=[O:27])[CH2:18][CH2:19]1.[Na+:32].[O-:28][C:29]([OH:30])=[O:31].[O:1]=[C:2]1[NH:3][c:4]2[cH:5][c:6]([CH:12]=[O:13])[cH:7][cH:8][c:9]2[CH2:10][CH2:11]1>>[O:1]=[C:2]1[NH:3][c:4]2[cH:5][c:6]([CH2:12][N:14]3[CH2:15][CH2:16][CH:17]([NH:20][C:21]([O:22][C:23]([CH3:24])([CH3:25])[CH3:26])=[O:27])[CH2:18][CH2:19]3)[cH:7][cH:8][c:9]2[CH2:10][CH2:11]1. Product: CC(C)(C)OC(=O)NC1CCN(Cc2ccc3c(c2)NC(=O)CC3)CC1.